This data is from the Open Reaction Database (ORD), a public repository of structured organic reaction records. The task is: describe an organic reaction: reactants, conditions, products, and yield Starting materials: O=C1CC(=O)N(Cc2ccccc2)C(=O)N1Cc1ccccc1, ClCCl, c1ccncc1, O=C(Cl)Cc1cccs1. The product is O=C(Cc1cccs1)C1C(=O)N(Cc2ccccc2)C(=O)N(Cc2ccccc2)C1=O. RXN SMILES: [CH2:1]([c:2]1[cH:3][cH:4][cH:5][cH:6][cH:7]1)[N:8]1[C:9](=[O:10])[N:11]([CH2:17][c:18]2[cH:19][cH:20][cH:21][cH:22][cH:23]2)[C:12](=[O:13])[CH2:14][C:15]1=[O:16].[Cl:39][CH2:40][Cl:41].[cH:24]1[cH:25][cH:26][n:27][cH:28][cH:29]1.[s:30]1[c:31]([CH2:35][C:36](=[O:37])[Cl:38])[cH:32][cH:33][cH:34]1>>[CH2:1]([c:2]1[cH:3][cH:4][cH:5][cH:6][cH:7]1)[N:8]1[C:9](=[O:10])[N:11]([CH2:17][c:18]2[cH:19][cH:20][cH:21][cH:22][cH:23]2)[C:12](=[O:13])[CH:14]([C:36]([CH2:35][c:31]2[s:30][cH:34][cH:33][cH:32]2)=[O:37])[C:15]1=[O:16]. Reactants: O=C(O)CC(c1cccc(Br)c1)N1CCS(=O)(=O)CC1, C1CCOC1, COc1ccccc1-c1cn(S(=O)(=O)c2ccc(C)cc2)c2ncc(B3OC(C)(C)C(C)(C)O3)cc12, CC#N, [Cl-], Cl, [Na+], [Na+], [Na+], O=C([O-])[O-]. The product is COc1ccccc1-c1cn(S(=O)(=O)c2ccc(C)cc2)c2ncc(-c3cccc(C(CC(=O)O)N4CCS(=O)(=O)CC4)c3)cc12. As a reaction SMILES: [Br:37][c:38]1[cH:39][c:40]([CH:44]([CH2:45][C:46](=[O:47])[OH:48])[N:49]2[CH2:50][CH2:51][S:52](=[O:55])(=[O:56])[CH2:53][CH2:54]2)[cH:41][cH:42][cH:43]1.[CH2:69]1[O:70][CH2:71][CH2:72][CH2:73]1.[CH3:1][O:2][c:3]1[c:4](-[c:9]2[cH:10][n:11]([S:27](=[O:28])(=[O:29])[c:30]3[cH:31][cH:32][c:33]([CH3:36])[cH:34][cH:35]3)[c:12]3[n:13][cH:14][c:15]([B:18]4[O:19][C:20]([CH3:21])([CH3:22])[C:23]([CH3:24])([CH3:25])[O:26]4)[cH:16][c:17]23)[cH:5][cH:6][cH:7][cH:8]1.[CH3:66][C:67]#[N:68].[Cl-:64].[ClH:65].[Na+:57].[Na+:58].[Na+:63].[O-:59][C:60](=[O:61])[O-:62]>>[CH3:1][O:2][c:3]1[c:4](-[c:9]2[cH:10][n:11]([S:27](=[O:28])(=[O:29])[c:30]3[cH:31][cH:32][c:33]([CH3:36])[cH:34][cH:35]3)[c:12]3[n:13][cH:14][c:15](-[c:38]4[cH:39][c:40]([CH:44]([CH2:45][C:46](=[O:47])[OH:48])[N:49]5[CH2:50][CH2:51][S:52](=[O:55])(=[O:56])[CH2:53][CH2:54]5)[cH:41][cH:42][cH:43]4)[cH:16][c:17]23)[cH:5][cH:6][cH:7][cH:8]1. Starting materials: Cl.N[C@H]1CC[C@H](CC1)NC(=O)C1=C(NC2=C1N=CN=C2C2=C(C=CC(=C2)C(F)(F)F)OCC2CC2)C (N-(cis-4-aminocyclohexyl)-4-[2-(cyclopropylmethoxy)-5-(trifluoromethyl)phenyl]-6-methyl-5H-pyrrolo[3,2-d]pyrimidine-7-carboxamide hydrochloride), C(C)(=O)O[C@H](C(=O)Cl)C ((2S)-1-chloro-1-oxopropan-2-yl acetate). Yields the product C1(CC1)COC1=C(C=C(C=C1)C(F)(F)F)C=1C2=C(N=CN1)C(=C(N2)C)C(=O)N[C@@H]2CC[C@@H](CC2)NC([C@H](C)O)=O (4-[2-(Cyclopropylmethoxy)-5-(trifluoromethyl)phenyl]-N-(cis-4-{[(2S)-2-hydroxypropanoyl]amino}cyclohexyl)-6-methyl-5H-pyrrolo[3,2-d]pyrimidine-7-carboxamide). RXN SMILES: Cl.[NH2:2][C@@H:3]1[CH2:8][CH2:7][C@H:6]([NH:9][C:10]([C:12]2[C:16]3[N:17]=[CH:18][N:19]=[C:20]([C:21]4[CH:26]=[C:25]([C:27]([F:30])([F:29])[F:28])[CH:24]=[CH:23][C:22]=4[O:31][CH2:32][CH:33]4[CH2:35][CH2:34]4)[C:15]=3[NH:14][C:13]=2[CH3:36])=[O:11])[CH2:5][CH2:4]1.C([O:40][C@@H:41]([CH3:45])[C:42](Cl)=[O:43])(=O)C>>[CH:33]1([CH2:32][O:31][C:22]2[CH:23]=[CH:24][C:25]([C:27]([F:30])([F:29])[F:28])=[CH:26][C:21]=2[C:20]2[C:15]3[NH:14][C:13]([CH3:36])=[C:12]([C:10]([NH:9][C@H:6]4[CH2:7][CH2:8][C@@H:3]([NH:2][C:42](=[O:43])[C@@H:41]([OH:40])[CH3:45])[CH2:4][CH2:5]4)=[O:11])[C:16]=3[N:17]=[CH:18][N:19]=2)[CH2:34][CH2:35]1 |f:0.1|. Procedure details: Starting from N-(cis-4-aminocyclohexyl)-4-[2-(cyclopropylmethoxy)-5-(trifluoromethyl)phenyl]-6-methyl-5H-pyrrolo[3,2-d]pyrimidine-7-carboxamide hydrochloride (example D.f33) and commercially available (2S)-1-chloro-1-oxopropan-2-yl acetate the title compound is obtained as colorless solid. The reactants are [K+].[Br-] (KBr), ClC=1C=C(C=CC1)C(CNC(CC1=CC2=C(OC(O2)(C(=O)O)C(=O)O)C=C1)C)O (5-{2-[2-(3-chloro-phenyl)-2-hydroxy-ethylamino]-propyl}-benzo[1,3]dioxole-2,2-dicarboxylic acid), C1(CCCC1)CCO (2-cyclopentylethanol), Cl (HCl). Run in C(Cl)(Cl)Cl (CHCl3). Yields the product C1(CCCC1)CCOC(=O)C1(OC2=C(O1)C=CC(=C2)CC(C)NCC(O)C2=CC(=CC=C2)Cl)C(=O)OCCC2CCCC2 (5-{2-[2-(3-Chloro-phenyl)-2-hydroxy-ethylamino]-propyl}-benzo[1,3]dioxole-2,2-dicarboxylic acid bis-(2-cyclopentyl-ethyl) ester). RXN SMILES: [Cl:1][C:2]1[CH:3]=[C:4]([CH:8]([OH:29])[CH2:9][NH:10][CH:11]([CH3:28])[CH2:12][C:13]2[CH:27]=[CH:26][C:16]3[O:17][C:18]([C:23]([OH:25])=[O:24])([C:20]([OH:22])=[O:21])[O:19][C:15]=3[CH:14]=2)[CH:5]=[CH:6][CH:7]=1.[CH:30]1([CH2:35][CH2:36]O)[CH2:34][CH2:33][CH2:32][CH2:31]1.Cl.[K+].[Br-]>C(Cl)(Cl)Cl>[CH:30]1([CH2:35][CH2:36][O:24][C:23]([C:18]2([C:20]([O:22][CH2:36][CH2:35][CH:30]3[CH2:34][CH2:33][CH2:32][CH2:31]3)=[O:21])[O:17][C:16]3[CH:26]=[CH:27][C:13]([CH2:12][CH:11]([NH:10][CH2:9][CH:8]([C:4]4[CH:5]=[CH:6][CH:7]=[C:2]([Cl:1])[CH:3]=4)[OH:29])[CH3:28])=[CH:14][C:15]=3[O:19]2)=[O:25])[CH2:34][CH2:33][CH2:32][CH2:31]1 |f:3.4|. Reported procedure: The title compound was prepared from 5-{2-[2-(3-chloro-phenyl)-2-hydroxy-ethylamino]-propyl}-benzo[1,3]dioxole-2,2-dicarboxylic acid and 2-cyclopentylethanol according to the procedure of Example 30 as an amber gum (HCl salt); 1H NMR (CDCl3) δ 1.32 (d, J=6.3 Hz, 3H), 1.60 (m, 20H), 2.80 (m, 1H), 2.90 (m, 2H), 3.15 (m, 1H), 3.20 (m, 1H), 3.48 (m, 2H), 4.30 (t, J=6.9 Hz, 4H), 5.50 (bd, 1 H), 6.80 (m, 3H), 7.25 (m, 2H), 7.43 (s, 1H), 8.70 (bs, 1H), 10.10 (bs, 1H); IR (KBr): 1765 cm-1 (C=O); MS (CI)... The reactants are CCOC(=O)C1=C(c2ccc(Cl)cc2)CN(Cc2ccccc2)CC1, C1CCOC1, [Li+], [OH-], O, O. Yields the product O=C(O)C1=C(c2ccc(Cl)cc2)CN(Cc2ccccc2)CC1. RXN SMILES: [CH2:1]([CH3:2])[O:3][C:4](=[O:5])[C:6]1=[C:11]([c:12]2[cH:13][cH:14][c:15]([Cl:18])[cH:16][cH:17]2)[CH2:10][N:9]([CH2:19][c:20]2[cH:21][cH:22][cH:23][cH:24][cH:25]2)[CH2:8][CH2:7]1.[CH2:29]1[O:30][CH2:31][CH2:32][CH2:33]1.[Li+:27].[OH-:26].[OH2:28].[OH2:34]>>[O:3]=[C:4]([OH:5])[C:6]1=[C:11]([c:12]2[cH:13][cH:14][c:15]([Cl:18])[cH:16][cH:17]2)[CH2:10][N:9]([CH2:19][c:20]2[cH:21][cH:22][cH:23][cH:24][cH:25]2)[CH2:8][CH2:7]1. Reactants: ClC1=C(C(=O)NC2=CC=NC=C2)C(=CC(=C1)I)Cl (2,6-dichloro-4-iodo-N-(pyridin-4-yl)benzamide), CC1(OB(OC1(C)C)C=1C=NNC1)C (4-(4,4,5,5-tetramethyl-1,3,2-dioxaborolan-2-yl)-1H-pyrazole), C(=O)([O-])[O-].[Cs+].[Cs+] (Cs2CO3). Reagents/catalysts: C1=CC=C(C=C1)P([C-]2C=CC=C2)C3=CC=CC=C3.C1=CC=C(C=C1)P([C-]2C=CC=C2)C3=CC=CC=C3.Cl[Pd]Cl.[Fe+2] (PdCl2(dppf)). Run in CC#N.O (CH3CN H2O). Reaction conditions: temperature 160 celsius. Product: ClC1=C(C(=O)NC2=CC=NC=C2)C(=CC(=C1)C1=NNC=C1)Cl (2,6-dichloro-4-(1H-pyrazol-3-yl)-N-(pyridin-4-yl)benzamide). Yield: 16.6%. As a reaction SMILES: [Cl:1][C:2]1[CH:16]=[C:15](I)[CH:14]=[C:13]([Cl:18])[C:3]=1[C:4]([NH:6][C:7]1[CH:12]=[CH:11][N:10]=[CH:9][CH:8]=1)=[O:5].CC1(C)C(C)(C)OB([C:27]2[CH:28]=[N:29][NH:30][CH:31]=2)O1.C([O-])([O-])=O.[Cs+].[Cs+]>CC#N.O.C1C=CC(P(C2C=CC=CC=2)[C-]2C=CC=C2)=CC=1.C1C=CC(P(C2C=CC=CC=2)[C-]2C=CC=C2)=CC=1.Cl[Pd]Cl.[Fe+2]>[Cl:1][C:2]1[CH:16]=[C:15]([C:28]2[CH:27]=[CH:31][NH:30][N:29]=2)[CH:14]=[C:13]([Cl:18])[C:3]=1[C:4]([NH:6][C:7]1[CH:12]=[CH:11][N:10]=[CH:9][CH:8]=1)=[O:5] |f:2.3.4,5.6,7.8.9.10|. Procedure: To the solution of 2,6-dichloro-4-iodo-N-(pyridin-4-yl)benzamide (0.17 g, 0.43 mmol), 4-(4,4,5,5-tetramethyl-1,3,2-dioxaborolan-2-yl)-1H-pyrazole (0.125 g, 0.65 mmol), Cs2CO3 (0.28 g, 0.86 mmol) in CH3CN/H2O (1 mL/1 mL) was added PdCl2(dppf) (31 mg, 0.043 mmol) under N2 atmosphere. The mixture was heated at 160° C. under the irradiation of microwave for 30 minutes. After the completion of the reaction, the mixture was filtered through Celite and purified by preparative basic HPLC (Gemini, 200 mm... The reactants are CCOC(=O)C1CNc2ccc(C)cc2O1, Cl, [Na+], [OH-], O. The product is Cc1ccc2c(c1)OC(C(=O)O)CN2. Reaction SMILES: [CH3:1][c:2]1[cH:3][cH:4][c:5]2[c:6]([cH:16]1)[O:7][CH:8]([C:11](=[O:12])[O:13][CH2:14][CH3:15])[CH2:9][NH:10]2.[ClH:19].[Na+:18].[OH-:17].[OH2:20]>>[CH3:1][c:2]1[cH:3][cH:4][c:5]2[c:6]([cH:16]1)[O:7][CH:8]([C:11](=[O:12])[OH:13])[CH2:9][NH:10]2. Reactants: CC(N)c1ccc(Br)cn1, CCCCO, CCN(C(C)C)C(C)C, Clc1ncc(Cl)c(Nc2cc(C3CC3)[nH]n2)n1. The product is CC(Nc1ncc(Cl)c(Nc2cc(C3CC3)[nH]n2)n1)c1ccc(Br)cn1. As a reaction SMILES: [Br:18][c:19]1[cH:20][cH:21][c:22]([CH:25]([CH3:26])[NH2:27])[n:23][cH:24]1.[CH2:37]([OH:38])[CH2:39][CH2:40][CH3:41].[CH:28]([N:29]([CH2:30][CH3:31])[CH:32]([CH3:33])[CH3:34])([CH3:35])[CH3:36].[Cl:1][c:2]1[n:3][cH:4][c:5]([Cl:17])[c:6]([NH:8][c:9]2[n:10][nH:11][c:12]([CH:14]3[CH2:15][CH2:16]3)[cH:13]2)[n:7]1>>[c:2]1([NH:27][CH:25]([c:22]2[cH:21][cH:20][c:19]([Br:18])[cH:24][n:23]2)[CH3:26])[n:3][cH:4][c:5]([Cl:17])[c:6]([NH:8][c:9]2[n:10][nH:11][c:12]([CH:14]3[CH2:15][CH2:16]3)[cH:13]2)[n:7]1.